Dataset: the Open Reaction Database (ORD), a public repository of structured organic reaction records. Task: describe an organic reaction: reactants, conditions, products, and yield Reactants: CC1=CN=C(N1)C(=O)OCC (ethyl 5-methyl-1H-imidazole-2-carboxylate), CC1=CN=C(N1)C(=O)OCC (Ethyl 5-methyl-1H-imidazole-2-carboxylate), C1CC(=O)N(C1=O)Br (NBS). Yields the product BrC=1N=C(NC1C)C(=O)OCC (Ethyl 4-bromo-5-methyl-1H-imidazole-2-carboxylate). Isolated yield 94.0%. As a reaction SMILES: [CH3:1][C:2]1[NH:6][C:5]([C:7]([O:9][CH2:10][CH3:11])=[O:8])=[N:4][CH:3]=1.C1C(=O)N([Br:19])C(=O)C1>>[Br:19][C:3]1[N:4]=[C:5]([C:7]([O:9][CH2:10][CH3:11])=[O:8])[NH:6][C:2]=1[CH3:1]. Reported procedure: The same operation as in Example (1c) was performed using ethyl 5-methyl-1H-imidazole-2-carboxylate obtained by the method described in Example (5a) (0.30 g, 1.95 mmol) and NBS (0.35 g, 1.96 mmol), to obtain 0.43 g of the title compound as a white solid (94%). Reactants: BrC=1C(=NC=C(C(=O)NC2=CC=C(C=C2)OC(F)(F)F)C1)N1C[C@H](CC1)CO ((S)-5-bromo-6-(3-(hydroxymethyl)pyrrolidin-1-yl)-N-(4-(trifluoromethoxy)phenyl)nicotinamide), N1N=C(C=C1)B(O)O ((1H-pyrazol-3-yl)boronic acid). Product: OC[C@@H]1CN(CC1)C1=NC=C(C(=O)NC2=CC=C(C=C2)OC(F)(F)F)C=C1C1=CC=NN1 ((S)-6-(3-(Hydroxymethyl)pyrrolidin-1-yl)-5-(1H-pyrazol-5-yl)-N-(4-(trifluoromethoxy)phenyl)nicotinamide). As a reaction SMILES: Br[C:2]1[C:3]([N:22]2[CH2:26][CH2:25][C@H:24]([CH2:27][OH:28])[CH2:23]2)=[N:4][CH:5]=[C:6]([CH:21]=1)[C:7]([NH:9][C:10]1[CH:15]=[CH:14][C:13]([O:16][C:17]([F:20])([F:19])[F:18])=[CH:12][CH:11]=1)=[O:8].[NH:29]1[CH:33]=[CH:32][C:31](B(O)O)=[N:30]1>>[OH:28][CH2:27][C@H:24]1[CH2:25][CH2:26][N:22]([C:3]2[C:2]([C:31]3[NH:30][N:29]=[CH:33][CH:32]=3)=[CH:21][C:6]([C:7]([NH:9][C:10]3[CH:15]=[CH:14][C:13]([O:16][C:17]([F:20])([F:19])[F:18])=[CH:12][CH:11]=3)=[O:8])=[CH:5][N:4]=2)[CH2:23]1. Procedure: The title compound was prepared in an analogous fashion to that of Example 2 using (S)-5-bromo-6-(3-(hydroxymethyl)pyrrolidin-1-yl)-N-(4-(trifluoromethoxy)phenyl)nicotinamide (Stage 7.1) and (1H-pyrazol-3-yl)boronic acid to afford a white solid. UPLC-MS (Condition 1) tR=1.89 min, m/z=448.0 [M+H]+, m/z=446.1 [M−H]−; 1H-NMR (400 MHz, DMSO-d6) δ ppm 1.48-1.64 (m, 1H) 1.77-1.90 (m, 1H) 2.15-2.28 (m, 1H) 3.03 (dd, J=11.25, 6.85 Hz, 1H) 3.22 (br. s, 2H) 3.25-3.31 (m, 2H) 3.34-3.39 (m, 1H) 4.62 (br. s,... Starting materials: CCCC[Sn](C#N)(CCCC)CCCC, [K+], [K+], CC(Nc1ncnc(N)c1C#N)c1nc2cccc(Br)c2n1-c1cncc(F)c1, CN(C)C=O, O=P([O-])([O-])O. The product is CC(Nc1ncnc(N)c1C#N)c1nc2cccc(C#N)c2n1-c1cncc(F)c1. As a reaction SMILES: [CH2:37]([Sn:38]([CH2:39][CH2:40][CH2:41][CH3:44])([C:42]#[N:43])[CH2:45][CH2:46][CH2:47][CH3:48])[CH2:49][CH2:50][CH3:51].[K+:35].[K+:36].[NH2:1][c:2]1[n:3][cH:4][n:5][c:6]([NH:10][CH:11]([CH3:12])[c:13]2[n:14][c:15]3[c:16]([n:17]2-[c:18]2[cH:19][n:20][cH:21][c:22]([F:24])[cH:23]2)[c:25]([Br:29])[cH:26][cH:27][cH:28]3)[c:7]1[C:8]#[N:9].[O:52]=[CH:53][N:54]([CH3:55])[CH3:56].[P:30]([O-:31])([O-:32])([OH:33])=[O:34]>>[NH2:1][c:2]1[n:3][cH:4][n:5][c:6]([NH:10][CH:11]([CH3:12])[c:13]2[n:14][c:15]3[c:16]([n:17]2-[c:18]2[cH:19][n:20][cH:21][c:22]([F:24])[cH:23]2)[c:25]([C:42]#[N:43])[cH:26][cH:27][cH:28]3)[c:7]1[C:8]#[N:9]. The reactants are S1C(=CC=C1)CC(N)C(=O)O (3-(2-Thienyl)-D,L-alanine), CC(=O)O.CC#N.O (AcOH CH3CN H2O), C(=O)([O-])[O-].[K+].[K+] (K2CO3), C(=O)(OCC1=CC=CC=C1)Cl (carbobenzyloxy chloride). Product: C(C1=CC=CC=C1)OC(=O)NC(CC=1SC=CC1)C(=O)O (N-(Benzyloxycarbonyl)-3-(2-thienyl)-D,L-alanine). Yield: 98.0%. Conditions: time 1 hour. Procedure: Into a 500 ml flask was placed 3.0 g of 3-(2-Thienyl)-D,L-alanine (optically active material in the L-form is available 4from Aldrich or SIGMA and could be used to obtain an optically active product) in 75 ml H2O/60 ml dioxane, and 5.6 g K2CO3 was added, followed by 2.85 ml of carbobenzyloxy chloride. The mixture was stirred rapidly for 1 hour. TLC (21/7/7/9, EtoAc/AcOH/CH3CN/H2O) showed that the starting material was gone. A new higher Rf product was seen. The dioxane was concentrated off and t... As a reaction SMILES: [S:1]1[CH:5]=[CH:4][CH:3]=[C:2]1[CH2:6][CH:7]([C:9]([OH:11])=[O:10])[NH2:8].C([O-])([O-])=O.[K+].[K+].[C:18](Cl)([O:20][CH2:21][C:22]1[CH:27]=[CH:26][CH:25]=[CH:24][CH:23]=1)=[O:19].CC(O)=O.CC#N.O>O>[CH2:21]([O:20][C:18]([NH:8][CH:7]([C:9]([OH:11])=[O:10])[CH2:6][C:2]1[S:1][CH:5]=[CH:4][CH:3]=1)=[O:19])[C:22]1[CH:27]=[CH:26][CH:25]=[CH:24][CH:23]=1 |f:1.2.3,5.6.7|. Run in O (H2O). Reactants: O.C1(=CC=CC=C1)C(=O)C=O (Phenylglyoxal monohydrate), C1(=CC=CC=C1)C(C)C (cumene). The reagents and catalysts are [Ti](Cl)(Cl)(Cl)Cl (titanium tetrachloride). The solvent is ClC(C)Cl (dichloroethane). Product: C(C)(C)C1=CC=C(C(C(C2=CC=CC=C2)=O)O)C=C1 (4'-iso-propylbenzoin), crystal. Yield: 59.6%. Reaction SMILES: O.[C:2]1([C:8]([CH:10]=[O:11])=[O:9])[CH:7]=[CH:6][CH:5]=[CH:4][CH:3]=1.[C:12]1([CH:18]([CH3:20])[CH3:19])[CH:17]=[CH:16][CH:15]=[CH:14][CH:13]=1>ClC(Cl)C.[Ti](Cl)(Cl)(Cl)Cl>[CH:18]([C:12]1[CH:17]=[CH:16][C:15]([CH:10]([OH:11])[C:8](=[O:9])[C:2]2[CH:7]=[CH:6][CH:5]=[CH:4][CH:3]=2)=[CH:14][CH:13]=1)([CH3:20])[CH3:19] |f:0.1|. Reported procedure: Phenylglyoxal monohydrate (304 mg, 2 mM) and cumene (0.56 ml, 4 mM) were dissolved in dichloroethane (4 ml), titanium tetrachloride (0.33 ml, 3 mM) was added, and reacted at room temperature for 4 hours. Using the same procedure as in Example 1, 4'-iso-propylbenzoin was obtained as crystal (300.6 mg, 59.6% yield). Starting materials: C(#N)C1=CC2=C(OC(C=C2N2C(C(=CC=C2)CO[Si](C)(C)C(C)(C)C)=O)(C)C)C=C1 (6-cyano-2,2-dimethyl-4-(1,2-dihydro-2-oxo-3-t-butyldimethylsilyloxymethyl-1-pyridinyl)-2H-benzo[b]pyran), Cl (hydrochloric acid), O (water). Isolated yield 73.8%. RXN SMILES: [C:1]([C:3]1[CH:30]=[CH:29][C:6]2[O:7][C:8]([CH3:28])([CH3:27])[CH:9]=[C:10]([N:11]3[CH:16]=[CH:15][CH:14]=[C:13]([CH2:17][O:18][Si](C(C)(C)C)(C)C)[C:12]3=[O:26])[C:5]=2[CH:4]=1)#[N:2].Cl.O>CO.O1CCOCC1>[C:1]([C:3]1[CH:30]=[CH:29][C:6]2[O:7][C:8]([CH3:27])([CH3:28])[CH:9]=[C:10]([N:11]3[CH:16]=[CH:15][CH:14]=[C:13]([CH2:17][OH:18])[C:12]3=[O:26])[C:5]=2[CH:4]=1)#[N:2]. Product: C(#N)C1=CC2=C(OC(C=C2N2C(C(=CC=C2)CO)=O)(C)C)C=C1 (6-cyano-2,2-dimethyl-4-(1,2-dihydro-2-oxo-3-hydroxymethyl-1-pyridinyl)-2H-benzo[b]pyran). The solvent is CO (methanol), O1CCOCC1 (dioxane). Procedure details: In 9.00 ml of methanol, is dissolved 877 mg of 6-cyano-2,2-dimethyl-4-(1,2-dihydro-2-oxo-3-t-butyldimethylsilyloxymethyl-1-pyridinyl)-2H-benzz[b]pyran obtained in Example 17. Then, 2.20 ml of 4N hydrochloric acid in dioxane is added to the solution at 0° C. and reacted at room temperature for one hour. After stopping the reaction by adding water, the reaction mixture is extracted with ethyl acetate. The organic layer is washed with saturated aqueous solution of sodium chloride and dried over anh...